describe an organic reaction: reactants, conditions, products, and yield From a dataset of the Open Reaction Database (ORD), a public repository of structured organic reaction records. Reactants: C(C=C)C1=C(C(=CC(=C1)[N+](=O)[O-])OC(F)(F)F)O (2-allyl-4-nitro-6-trifluoromethoxyphenol), CI (methyl iodide). Run at time 17 hour. Yields the product C(C=C)C1=C(C(=CC(=C1)[N+](=O)[O-])OC(F)(F)F)OC (1-allyl-2-methoxy-5-nitro-3-trifluoromethoxybenzene). RXN SMILES: [CH2:1]([C:4]1[CH:9]=[C:8]([N+:10]([O-:12])=[O:11])[CH:7]=[C:6]([O:13][C:14]([F:17])([F:16])[F:15])[C:5]=1[OH:18])[CH:2]=[CH2:3].[CH3:19]I>>[CH2:1]([C:4]1[CH:9]=[C:8]([N+:10]([O-:12])=[O:11])[CH:7]=[C:6]([O:13][C:14]([F:16])([F:17])[F:15])[C:5]=1[O:18][CH3:19])[CH:2]=[CH2:3]. Reported procedure: 1-Allyl-2-methoxy-5-nitro-3-trifluoromethoxybenzene was prepared from 2-allyl-4-nitro-6-trifluoromethoxyphenol and methyl iodide by following Method C. The reaction was conducted at room temperature for 17 h. The residue was purified by flash column chromatography on silica gel using EtOAc:hexanes (0-5%) as an eluent to give 1-allyl-2-methoxy-5-nitro-3-trifluoromethoxybenzene in 52% yield. Reactants: C(C)(C)(C)OC(=O)NNC(=O)OC(C)(C)C (hydrazine-N,N'-dicarboxylic acid di-tert-butyl ester), [F-].C(CCC)[N+](CCCC)(CCCC)CCCC (tetrabutylammonium fluoride), C(Br)C1CO1 (epibromohydrin), C([O-])([O-])=O.[K+].[K+] (potassium carbonate), [I-].[K+] (potassium iodide). The solvent is CC(=O)CC (ethyl methyl ketone). The product is C(C)(C)(C)OC(=O)N1N(CC(C1)O)C(=O)OC(C)(C)C (4-hydroxy-pyrazolidine-N,N'-dicarboxylic acid di-tert-butyl ester). Reaction SMILES: [C:1]([O:5][C:6]([NH:8][NH:9][C:10]([O:12][C:13]([CH3:16])([CH3:15])[CH3:14])=[O:11])=[O:7])([CH3:4])([CH3:3])[CH3:2].C(=O)([O-])[O-].[K+].[K+].[I-].[K+].[F-].C([N+](CCCC)(CCCC)CCCC)CCC.[CH2:43]([CH:45]1[O:47][CH2:46]1)Br>CC(CC)=O>[C:1]([O:5][C:6]([N:8]1[CH2:46][CH:45]([OH:47])[CH2:43][N:9]1[C:10]([O:12][C:13]([CH3:16])([CH3:15])[CH3:14])=[O:11])=[O:7])([CH3:4])([CH3:3])[CH3:2] |f:1.2.3,4.5,6.7|. Reported procedure: 46.4 g of hydrazine-N,N'-dicarboxylic acid di-tert-butyl ester, 69.0 g of potassium carbonate, 3.3 g of potassium iodide, 20 ml of tetrabutylammonium fluoride (1 molar solution in tetrahydrofuran) and 21 ml of epibromohydrin are boiled under reflux for 48 hours in 400 ml of ethyl methyl ketone. The resulting suspension is concentrated, and 500 ml of diethyl ether are added thereto; the reaction mixture is then filtered and the tiltrate is concentrated. Purification of the crude product by means ... The reactants are C1COCCN1, Cc1ccccc1, C1=CCCC=C1, O=C(O)C(F)(F)F. Yields the product C1=CC(N2CCOCC2)CCC1. RXN SMILES: [CH2:7]1[CH2:8][O:9][CH2:10][CH2:11][NH:12]1.[CH3:20][c:21]1[cH:22][cH:23][cH:24][cH:25][cH:26]1.[CH:1]1=[CH:2][CH:3]=[CH:4][CH2:5][CH2:6]1.[OH:13][C:14]([C:15]([F:16])([F:17])[F:18])=[O:19]>>[CH2:1]1[CH:2]([N:12]2[CH2:7][CH2:8][O:9][CH2:10][CH2:11]2)[CH:3]=[CH:4][CH2:5][CH2:6]1. Starting materials: [H][H] (hydrogen), [N+](=O)([O-])C1=CC=C(CCN2CC3=CC=CC=C3CC2)C=C1 (2-(4-Nitrophenethl)-1,2,3,4-tetrahydroisoquinoline), Cl (hydrochloric acid). Reagents/catalysts: [Pd] (Pd/C). Solvent: C(C)O (ethanol), O (water). Product: Cl.Cl.NC1=CC=C(CCN2CC3=CC=CC=C3CC2)C=C1 (2-(4-Aminophenethyl)-1,2,3,4-tetrahydroisoquinoline dihydrochloride). Reaction SMILES: [N+:1]([C:4]1[CH:21]=[CH:20][C:7]([CH2:8][CH2:9][N:10]2[CH2:19][CH2:18][C:17]3[C:12](=[CH:13][CH:14]=[CH:15][CH:16]=3)[CH2:11]2)=[CH:6][CH:5]=1)([O-])=O.[H][H].[ClH:24]>C(O)C.O.[Pd]>[ClH:24].[ClH:24].[NH2:1][C:4]1[CH:21]=[CH:20][C:7]([CH2:8][CH2:9][N:10]2[CH2:19][CH2:18][C:17]3[C:12](=[CH:13][CH:14]=[CH:15][CH:16]=3)[CH2:11]2)=[CH:6][CH:5]=1 |f:6.7.8|. Procedure details: To a solution of the product of step (a) (11.0 g, 39.0 mmol) in 95% ethanol (150 ml), concentrated hydrochloric acid (7.5 ml) and water (50 ml) was added 10% Pd/C (1.0 g). The mixture was hydrogenated at 50 psig for 2.5 hours, until the theoretical amount of hydrogen was taken up. The catalyst was filtered and the filtrate concentrated to a solid residue. This was digested in absolute ethanol (75 ml), cooled, filtered and air dried; yield 11.4 g (90%) of the dihydrochloride salt. The reactants are FC1=C(C=CC(=C1)[N+](=O)[O-])N1CC(C1)O (1-(2-fluoro-4-nitrophenyl)azetidin-3-ol). The reagents and catalysts are [Pd] (Pd—C). Solvent: C(C)O (ethanol). Conditions: time 5 hour. The product is NC1=CC(=C(C=C1)N1CC(C1)O)F (1-(4-amino-2-fluorophenyl)azetidin-3-ol). The yield is 80.5%. As a reaction SMILES: [F:1][C:2]1[CH:7]=[C:6]([N+:8]([O-])=O)[CH:5]=[CH:4][C:3]=1[N:11]1[CH2:14][CH:13]([OH:15])[CH2:12]1>C(O)C.[Pd]>[NH2:8][C:6]1[CH:5]=[CH:4][C:3]([N:11]2[CH2:12][CH:13]([OH:15])[CH2:14]2)=[C:2]([F:1])[CH:7]=1. Reported procedure: To a stirred solution of 1-(2-fluoro-4-nitrophenyl)azetidin-3-ol (160 mg, 0.75 mmol, 1.0 eq) in ethanol (10 mL) was added 10% Pd—C (20 mg) and stirred under H2 gas balloon at RT for 5 h. The reaction mixture was passed through celite and concentrated to obtain 1-(4-amino-2-fluorophenyl)azetidin-3-ol (110 mg, 80.0%, viscous oil) (TLC: EtOAc/PE (1:1), Rf: 0.1). Starting materials: C1(=CC=CC=C1)C1=C(N=CO1)C(=O)O (5-Phenyl-1,3-oxazole-4-carboxylic acid), N1C(CCC1)CC=1C=NC=CC1 (3-(pyrrolidin-2-ylmethyl)pyridine), F[B-](F)(F)F.N1(N=NC2=C1C=CC=C2)OC(=[N+](C)C)N(C)C (O-(benzotriazol-1-yl)-N,N,N′,N′-tetramethyluronium tetrafluoroborate), C(C)(C)N(CC)C(C)C (diisopropylethylamine). The solvent is CN(C=O)C (dimethylformamide). Yields the product C1(=CC=CC=C1)C1=C(N=CO1)C(=O)N1C(CCC1)CC=1C=NC=CC1 (3-({1-[(5-Phenyl-1,3-oxazol-4-yl)carbonyl]pyrrolidin-2-yl}methyl)pyridine). RXN SMILES: [C:1]1([C:7]2[O:11][CH:10]=[N:9][C:8]=2[C:12]([OH:14])=O)[CH:6]=[CH:5][CH:4]=[CH:3][CH:2]=1.[NH:15]1[CH2:19][CH2:18][CH2:17][CH:16]1[CH2:20][C:21]1[CH:22]=[N:23][CH:24]=[CH:25][CH:26]=1.F[B-](F)(F)F.N1(OC(N(C)C)=[N+](C)C)C2C=CC=CC=2N=N1.C(N(C(C)C)CC)(C)C>CN(C)C=O>[C:1]1([C:7]2[O:11][CH:10]=[N:9][C:8]=2[C:12]([N:15]2[CH2:19][CH2:18][CH2:17][CH:16]2[CH2:20][C:21]2[CH:22]=[N:23][CH:24]=[CH:25][CH:26]=2)=[O:14])[CH:2]=[CH:3][CH:4]=[CH:5][CH:6]=1 |f:2.3|. Reported procedure: 5-Phenyl-1,3-oxazole-4-carboxylic acid (40 mg, 0.211 mmol), 3-(pyrrolidin-2-ylmethyl)pyridine (50.5 mg, 0.215 mmol), O-(benzotriazol-1-yl)-N,N,N′,N′-tetramethyluronium tetrafluoroborate (86.2 mg, 0.268 mmol) and diisopropylethylamine (25.4 mg, 0.197 mmol) were mixed in dimethylformamide (1.0 mL) and stirred at room temperature. Solvent was evaporated in vacuo, and the residue was taken up in methanol (1 mL), filtered and purified by preparative chromatography. The combined fractions were partiti... Starting materials: CN(C)c1ccc([Mg]Br)cc1 (effective_coupling_partner), COc1cccc2ccccc12 (substrate). The reagents and catalysts are PCy3+ItBu. Run at temperature 25 celsius, time 10 hour. Product: CN(C)c3ccc(c1cccc2ccccc12)cc3. The reactants are C(C=1C(O)=CC=CC1)=O (salicylaldehyde), Cl.ClCC1=NC=CC=C1 (2-(chloromethyl)-pyridine-hydrochloride), C([O-])([O-])=O.[K+].[K+] (potassium carbonate), [I-].[K+] (potassium iodide). The solvent is C(C)(C)O (isopropanol). Product: N1=C(C=CC=C1)COC1=C(C=O)C=CC=C1 (2-(2-pyridylmethoxy)-benzaldehyde). RXN SMILES: [CH:1](=[O:9])[C:2]1[C:3](=[CH:5][CH:6]=[CH:7][CH:8]=1)[OH:4].Cl.Cl[CH2:12][C:13]1[CH:18]=[CH:17][CH:16]=[CH:15][N:14]=1.C(=O)([O-])[O-].[K+].[K+].[I-].[K+]>C(O)(C)C>[N:14]1[CH:15]=[CH:16][CH:17]=[CH:18][C:13]=1[CH2:12][O:4][C:3]1[CH:5]=[CH:6][CH:7]=[CH:8][C:2]=1[CH:1]=[O:9] |f:1.2,3.4.5,6.7|. Reported procedure: 12.2 g of salicylaldehyde and 16.4 g of 2-(chloromethyl)-pyridine-hydrochloride are, after the addition of 55.2 g of potassium carbonate and 0.2 g of potassium iodide in 200 ml of isopropanol, refluxed for 12 hours with thorough stirring. The hot reaction mixture is filtered, and concentrated in vacuo. The residue is dissolved in 100 ml of chloroform, and the solution extracted with 2N sodium hydroxide solution and then with water. The chloroform solution is subsequently dried over anhydrous sod...